Dataset: the Open Reaction Database (ORD), a public repository of structured organic reaction records. Task: describe an organic reaction: reactants, conditions, products, and yield Reactants: COC(=O)c1c(O)c(C)c(=O)n(C2CCCCC2)c1C, Cl, [Na+], [OH-]. Product: Cc1c(O)c(C(=O)O)c(C)n(C2CCCCC2)c1=O. Reaction SMILES: [CH:1]1([n:7]2[c:8]([CH3:20])[c:9]([C:16](=[O:17])[O:18][CH3:19])[c:10]([OH:15])[c:11]([CH3:14])[c:12]2=[O:13])[CH2:2][CH2:3][CH2:4][CH2:5][CH2:6]1.[ClH:21].[Na+:23].[OH-:22]>>[CH:1]1([n:7]2[c:8]([CH3:20])[c:9]([C:16](=[O:17])[OH:18])[c:10]([OH:15])[c:11]([CH3:14])[c:12]2=[O:13])[CH2:2][CH2:3][CH2:4][CH2:5][CH2:6]1.